From a dataset of the Open Reaction Database (ORD), a public repository of structured organic reaction records. describe an organic reaction: reactants, conditions, products, and yield Starting materials: C(C)(C)(C)[Si](OC1=C(C=C(C=C1)[N+](=O)[O-])C)(C)C (tert-butyldimethyl(2-methyl-4-nitrophenoxy)silane), [H][H] (hydrogen). Reagents/catalysts: [Pd] (Pd—C). Solvent: C(C)(=O)OCC (ethyl acetate). Yields the product [Si](C)(C)(C(C)(C)C)OC1=C(C=C(N)C=C1)C (4-(tert-butyldimethylsilyloxy)-3-methylaniline). The yield is 92.3%. RXN SMILES: [C:1]([Si:5]([CH3:18])([CH3:17])[O:6][C:7]1[CH:12]=[CH:11][C:10]([N+:13]([O-])=O)=[CH:9][C:8]=1[CH3:16])([CH3:4])([CH3:3])[CH3:2].[H][H]>C(OCC)(=O)C.[Pd]>[Si:5]([O:6][C:7]1[CH:12]=[CH:11][C:10]([NH2:13])=[CH:9][C:8]=1[CH3:16])([C:1]([CH3:4])([CH3:3])[CH3:2])([CH3:17])[CH3:18]. Procedure: A mixture of the product from step 1 (3.9 g, 14.6 mmol) and 10% Pd—C (0.5 g, 50% wet) in ethyl acetate was hydrogenated under 50 psi hydrogen for 18 h. The mixture was filtered through Celite and the filtrate was evaporated, providing 3.2 g of 4-(tert-butyldimethylsilyloxy)-3-methylaniline, in 93% yield. The product is Nc1n[nH]c2cc(C(F)(F)F)ccc12. The reactants are CCOC(=O)n1nc2cc(C(F)(F)F)ccc2c1N, CCOC(=O)OC(=O)OCC, CCO. As a reaction SMILES: [CH2:12]([O:13][C:14](=[O:15])[n:17]1[n:18][c:19]2[cH:20][c:21]([C:27]([F:28])([F:29])[F:30])[cH:22][cH:23][c:24]2[c:25]1[NH2:26])[CH3:16].[CH2:1]([O:2][C:3]([O:4][C:5]([O:6][CH2:7][CH3:8])=[O:9])=[O:10])[CH3:11].[CH3:31][CH2:32][OH:33]>>[n:17]1[nH:18][c:19]2[cH:20][c:21]([C:27]([F:28])([F:29])[F:30])[cH:22][cH:23][c:24]2[c:25]1[NH2:26]. Starting materials: C(#N)C1=C(C=CC(=C1OC)OC)NC(=O)NCCCC (1-(2-cyano-3,4-dimethoxyphenyl)-3-butyl urea). Solvent: C[O-].[Na+] (sodium methoxide). Product: C(CCC)N1C(NC2=CC=C(C(=C2C1=N)OC)OC)=O (3-Butyl-5,6-dimethoxy-4-imino-2(1H)quinazolinone). The yield is 69.2%. RXN SMILES: [C:1]([C:3]1[C:8]([O:9][CH3:10])=[C:7]([O:11][CH3:12])[CH:6]=[CH:5][C:4]=1[NH:13][C:14]([NH:16][CH2:17][CH2:18][CH2:19][CH3:20])=[O:15])#[N:2]>C[O-].[Na+]>[CH2:17]([N:16]1[C:1](=[NH:2])[C:3]2[C:4](=[CH:5][CH:6]=[C:7]([O:11][CH3:12])[C:8]=2[O:9][CH3:10])[NH:13][C:14]1=[O:15])[CH2:18][CH2:19][CH3:20] |f:1.2|. Procedure: A mixture of 1-(2-cyano-3,4-dimethoxyphenyl)-3-butyl urea (5.2 g, 18.8 mmol) in 50 ml of 0.5N methanolic sodium methoxide was heated at reflux under nitrogen for 18 hours. The reaction solution was cooled and a precipitate which formed was collected, washed with cold methanol and dried giving 3.61 g (68.4%) of analytical product, mp 165°-168°. Reactants: C1CCC2OC2C1, [K+], [K+], O=C([O-])[O-], O, c1c[nH]cn1. The product is OC1CCCCC1n1ccnc1. RXN SMILES: [CH:12]12[CH:13]([CH2:14][CH2:15][CH2:16][CH2:17]1)[O:18]2.[K+:6].[K+:7].[O-:8][C:9]([O-:10])=[O:11].[OH2:19].[nH:1]1[cH:2][n:3][cH:4][cH:5]1>>[n:1]1([CH:12]2[CH:13]([OH:18])[CH2:14][CH2:15][CH2:16][CH2:17]2)[cH:2][n:3][cH:4][cH:5]1. Reactants: CC1=C(N)C=CC=C1C (2,3-dimethyl aniline), NO (hydroxylamine), ClC(C(O)O)(Cl)Cl (chloral hydrate). The product is C1=CC=C(C=C1)NC(=O)/C=N/O (isonitrosoacetanilide). RXN SMILES: C[C:2]1[C:8](C)=[CH:7][CH:6]=[CH:5][C:3]=1[NH2:4].[NH2:10][OH:11].Cl[C:13](Cl)(Cl)[CH:14]([OH:16])O>>[CH:7]1[CH:8]=[CH:2][C:3]([NH:4][C:14](/[CH:13]=[N:10]/[OH:11])=[O:16])=[CH:5][CH:6]=1. Reported procedure: The starting material of 2,3-dimethyl aniline (1) was mixed and condensed with hydroxylamine and chloral hydrate to yield isonitrosoacetanilide (2), then to yield isatin (3) by acid-catalyzed cyclization and 2-amino-3,4-dimethyl-benzoic acid (4) by an oxidative ring cleavage reaction. The total yield of the first three steps was 37%. The steps involved in hydroxylamine and chloral hydrate, both of which were toxic. Additionally, the steps were a multi-phase reaction, requiring careful control on... The reactants are C(C)[Si](O[C@H](CC=O)C(=CC=1N=C(SC1)C)C)(CC)CC ((3R)-3-(triethylsilyloxy)-4-methyl-5-(2-methylthiazol-4-yl)-pent-4-enal), II (iodine), C(CCC)[Li] (n-butyllithium), C[Si]([N-][Si](C)(C)C)(C)C.[Na+] (sodium hexamethyldisilazide). The reagents and catalysts are [I-].C(C)[P+](C1=CC=CC=C1)(C1=CC=CC=C1)C1=CC=CC=C1 (ethyltriphenylphosphonium iodide). Solvent: C1CCOC1 (THF), C1CCOC1 (THF), C1CCOC1 (THF), CCCCC (pentane). Conditions: temperature -30 celsius, time 5 minute. Yields the product IC(C)=CC[C@H](C(=CC=1N=C(SC1)C)C)O[Si](CC)(CC)CC ((5R)-2-iodo-6-methyl-7-(2-methylthiazol-4-yl)-5-(triethylsilyloxy)-2,6-heptadiene). RXN SMILES: [CH2:1]([Li])[CH2:2][CH2:3][CH3:4].[I:6]I.C[Si](C)(C)[N-][Si](C)(C)C.[Na+].[CH2:18]([Si:20]([CH2:37][CH3:38])([CH2:35][CH3:36])[O:21][C@@H:22]([C:26]([CH3:34])=[CH:27][C:28]1[N:29]=[C:30]([CH3:33])[S:31][CH:32]=1)CC=O)[CH3:19]>[I-].C([P+](C1C=CC=CC=1)(C1C=CC=CC=1)C1C=CC=CC=1)C.C1COCC1.CCCCC>[I:6][C:3](=[CH:2][CH2:1][C@@H:22]([O:21][Si:20]([CH2:37][CH3:38])([CH2:35][CH3:36])[CH2:18][CH3:19])[C:26]([CH3:34])=[CH:27][C:28]1[N:29]=[C:30]([CH3:33])[S:31][CH:32]=1)[CH3:4] |f:2.3,5.6|. Procedure details: To a suspension of ethyltriphenylphosphonium iodide (7.90 g), in THF (150 mL) is added n-butyllithium (7.17 mL, 2.5 M in hexane) at ambient temperature. After disappearance of the solid material, the red solution is cannulated into a vigorously stirred solution of iodine (4.54 g) in THF (150 mL) at −78° C. The resulting dark brown suspension is stirred for 5 minutes and allowed to warm gradually to −30° C. A solution of sodium hexamethyldisilazide (17.3 mL, 1.0 M in THF) is added dropwise to aff... Reactants: crude mixture, O (water), [Br-].CN(CC[P+](C1=CC=CC=C1)(C1=CC=CC=C1)C1=CC=CC=C1)C ((2-(dimethylamino)ethyl)triphenylphosphonium bromide), [Li]CCCC (n-BuLi), FC1=C(OC2=C3C(=NC=C2)C=C(S3)C=O)C=CC(=C1)[N+](=O)[O-] (7-(2-Fluoro-4-nitrophenoxy)thieno[3,2-b]pyridine-2-carbaldehyde). The solvent is C1CCOC1 (THF). Conditions: time 30 minute. The product is FC1=C(OC2=C3C(=NC=C2)C=C(S3)C=CCCN(C)C)C=CC(=C1)[N+](=O)[O-] (4-(7-(2-Fluoro-4-nitrophenoxy)thieno[3,2-b]pyridin-2-yl)-N,N-dimethylbut-3-en-1-amine). Yield: 79.4%. Reaction SMILES: [Br-].[CH3:2][N:3]([CH3:25])[CH2:4][CH2:5][P+](C1C=CC=CC=1)(C1C=CC=CC=1)C1C=CC=CC=1.[Li][CH2:27]CCC.[F:31][C:32]1[CH:49]=[C:48]([N+:50]([O-:52])=[O:51])[CH:47]=[CH:46][C:33]=1[O:34][C:35]1[CH:40]=[CH:39][N:38]=[C:37]2[CH:41]=[C:42]([CH:44]=O)[S:43][C:36]=12.O>C1COCC1>[F:31][C:32]1[CH:49]=[C:48]([N+:50]([O-:52])=[O:51])[CH:47]=[CH:46][C:33]=1[O:34][C:35]1[CH:40]=[CH:39][N:38]=[C:37]2[CH:41]=[C:42]([CH:44]=[CH:27][CH2:5][CH2:4][N:3]([CH3:25])[CH3:2])[S:43][C:36]=12 |f:0.1|. Procedure details: To a solution of (2-(dimethylamino)ethyl)triphenylphosphonium bromide (680 mg, 1.54 mmol) in THF (7.7 mL) was added n-BuLi (2.5M in hexanes, 0.65 mL, 1.62 mmol) dropwise at 0° C., the resulting mixture was warmed to room temperature and stirred for 30 min. 7-(2-fluoro-4-nitrophenoxy)thieno[3,2-b]pyridine-2-carbaldehyde 233 (500 mg, 1.17 mmol) was added in one portion and the mixture was stirred for 2 h. The mixture was poured into water, extracted with EtOAc; the organic phase was extracted with...